From a dataset of the Open Reaction Database (ORD), a public repository of structured organic reaction records. describe an organic reaction: reactants, conditions, products, and yield Reactants: CN1CCCC1=O, CCN(C(C)C)C(C)C, Cc1cc(Nc2nc(Nc3cc(C)c(C4CCNCC4)cc3C)ncc2Cl)n[nH]1, C=CC(N)=O. The product is Cc1cc(Nc2nc(Nc3cc(C)c(C4CCN(CCC(N)=O)CC4)cc3C)ncc2Cl)n[nH]1. RXN SMILES: [CH3:44][N:45]1[CH2:46][CH2:47][CH2:48][C:49]1=[O:50].[CH:35]([N:36]([CH2:37][CH3:38])[CH:39]([CH3:40])[CH3:41])([CH3:42])[CH3:43].[Cl:1][c:2]1[c:3]([NH:23][c:24]2[n:25][nH:26][c:27]([CH3:29])[cH:28]2)[n:4][c:5]([NH:8][c:9]2[c:10]([CH3:22])[cH:11][c:12]([CH:16]3[CH2:17][CH2:18][NH:19][CH2:20][CH2:21]3)[c:13]([CH3:15])[cH:14]2)[n:6][cH:7]1.[NH2:30][C:31](=[O:32])[CH:33]=[CH2:34]>>[Cl:1][c:2]1[c:3]([NH:23][c:24]2[n:25][nH:26][c:27]([CH3:29])[cH:28]2)[n:4][c:5]([NH:8][c:9]2[c:10]([CH3:22])[cH:11][c:12]([CH:16]3[CH2:17][CH2:18][N:19]([CH2:34][CH2:33][C:31]([NH2:30])=[O:32])[CH2:20][CH2:21]3)[c:13]([CH3:15])[cH:14]2)[n:6][cH:7]1.